Dataset: the Open Reaction Database (ORD), a public repository of structured organic reaction records. Task: describe an organic reaction: reactants, conditions, products, and yield Reactants: CCCC1(C(O)c2ccc3ccccc3n2)CCN(C(=O)OC(C)(C)C)CC1, Cc1ccccc1. The product is CCCC1(C(=O)c2ccc3ccccc3n2)CCN(C(=O)OC(C)(C)C)CC1. RXN SMILES: [C:1]([CH3:2])([CH3:3])([CH3:4])[O:5][C:6](=[O:7])[N:8]1[CH2:9][CH2:10][C:11]([CH2:14][CH2:15][CH3:16])([CH:17]([c:18]2[n:19][c:20]3[cH:21][cH:22][cH:23][cH:24][c:25]3[cH:26][cH:27]2)[OH:28])[CH2:12][CH2:13]1.[CH3:29][c:30]1[cH:31][cH:32][cH:33][cH:34][cH:35]1>>[C:1]([CH3:2])([CH3:3])([CH3:4])[O:5][C:6](=[O:7])[N:8]1[CH2:9][CH2:10][C:11]([CH2:14][CH2:15][CH3:16])([C:17]([c:18]2[n:19][c:20]3[cH:21][cH:22][cH:23][cH:24][c:25]3[cH:26][cH:27]2)=[O:28])[CH2:12][CH2:13]1. The solvent is O1CCCC1 (tetrahydrofuran), O1CCCC1 (tetrahydrofuran). As a reaction SMILES: [C:1]([CH2:3][C:4]1[C:5]([CH3:15])=[C:6]([NH:10][S:11]([CH3:14])(=[O:13])=[O:12])[CH:7]=[CH:8][CH:9]=1)#N.[H-].C([Al+]CC(C)C)C(C)C.C[OH:27]>O1CCCC1>[CH3:15][C:5]1[C:4]([CH2:3][CH:1]=[O:27])=[CH:9][CH:8]=[CH:7][C:6]=1[NH:10][S:11]([CH3:14])(=[O:13])=[O:12] |f:1.2|. Procedure: N-(3-cyanomethyl-2-methyl-phenyl)-methanesulfonamide (3.75 g) was dissolved in 50 ml of dry tetrahydrofuran and cooled in an ice bath under an atmosphere of nitrogen. To this mixture was added 67 ml of 1M diisobutylaluminum hydride (DIBAL) in tetrahydrofuran. The mixture was stirred at 5° C. for 75 minutes. Excess reagent was decomposed with methanol and the solvent was evaporated. The residue was treated with EtOAc, washed with cold 1M hydrochloric acid, washed with brine and dried, and the sol... Conditions: temperature 5 celsius, time 75 minute. Yields the product CC1=C(C=CC=C1CC=O)NS(=O)(=O)C (N-[2-methyl-3(2-oxo-ethyl)-phenyl]-methanesulfonamide). Reactants: [H-].C(C(C)C)[Al+]CC(C)C (diisobutylaluminum hydride), C(#N)CC=1C(=C(C=CC1)NS(=O)(=O)C)C (N-(3-cyanomethyl-2-methyl-phenyl)-methanesulfonamide), CO (methanol). The reactants are OC1(CCC(CC1)=O)C1=CC=C(C=C1)I (4-hydroxy-4-(4-iodophenyl)cyclohexanone), N1C[C@@H](CC1)NC(=O)CNC(C1=CC(=CC=C1)C(F)(F)F)=O (N-((3R)-pyrrolidin-3-ylcarbamoylmethyl)-3-trifluoromethylbenzamide), [BH-](OC(=O)C)(OC(=O)C)OC(=O)C.[Na+] (NaBH(OAc)3). Solvent: C(Cl)Cl (CH2Cl2). Run at time 1 hour. Product: OC1(CCC(CC1)N1C[C@@H](CC1)NC(CNC(C1=CC(=CC=C1)C(F)(F)F)=O)=O)C1=CC=C(C=C1)I (N-[2-({(3R)-1-[4-Hydroxy-4-(4-iodophenyl)cyclohexyl]pyrrolidin-3-yl}amino)-2-oxoethyl]-3-(trifluoromethyl)benzamide). The yield is 36.3%. Reaction SMILES: [OH:1][C:2]1([C:9]2[CH:14]=[CH:13][C:12]([I:15])=[CH:11][CH:10]=2)[CH2:7][CH2:6][C:5](=O)[CH2:4][CH2:3]1.[NH:16]1[CH2:20][CH2:19][C@@H:18]([NH:21][C:22]([CH2:24][NH:25][C:26](=[O:37])[C:27]2[CH:32]=[CH:31][CH:30]=[C:29]([C:33]([F:36])([F:35])[F:34])[CH:28]=2)=[O:23])[CH2:17]1.[BH-](OC(C)=O)(OC(C)=O)OC(C)=O.[Na+]>C(Cl)Cl>[OH:1][C:2]1([C:9]2[CH:14]=[CH:13][C:12]([I:15])=[CH:11][CH:10]=2)[CH2:7][CH2:6][CH:5]([N:16]2[CH2:20][CH2:19][C@@H:18]([NH:21][C:22](=[O:23])[CH2:24][NH:25][C:26](=[O:37])[C:27]3[CH:32]=[CH:31][CH:30]=[C:29]([C:33]([F:34])([F:36])[F:35])[CH:28]=3)[CH2:17]2)[CH2:4][CH2:3]1 |f:2.3|. Procedure: To a solution of 4-hydroxy-4-(4-iodophenyl)cyclohexanone (624 mg, 2 mmol) in CH2Cl2 (10 mL) was added N-((3R)-pyrrolidin-3-ylcarbamoylmethyl)-3-trifluoromethylbenzamide (730 mg, 2 mmol) and then NaBH(OAc)3 (666 mg, 3 mmol). After stirred for 1 h, the reaction was quenched with 10% NaHCO3, and extracted with EtOAc. The organic extracts were combined, washed with saline solution, dried over sodium sulfate, concentrated in vacuo. The residue was chromatographed on silica gel, eluting with 1% NH4OH ... Starting materials: FC1=C(OC=2C(=NC(=NC2)S(=O)(=O)C)C2=CN(C(C3=CC=CC=C23)=O)C)C=CC(=C1)F (4-[5-(2,4-difluorophenoxy)-2-methylsulfonylpyrimidin-4-yl]-2-methylisoquinolin-1-one), O=S1(NCCC1)=O (1,1-dioxidoisothiazolidine). Product: FC1=C(OC=2C(=NC(=NC2)N2S(CCC2)(=O)=O)C2=CN(C(C3=CC=CC=C23)=O)C)C=CC(=C1)F (4-[5-(2,4-difluorophenoxy)-2-(1,1-dioxo-1,2-thiazolidin-2-yl)pyrimidin-4-yl]-2-methylisoquinolin-1-one). RXN SMILES: [F:1][C:2]1[CH:30]=[C:29]([F:31])[CH:28]=[CH:27][C:3]=1[O:4][C:5]1[C:6]([C:15]2[C:24]3[C:19](=[CH:20][CH:21]=[CH:22][CH:23]=3)[C:18](=[O:25])[N:17]([CH3:26])[CH:16]=2)=[N:7][C:8](S(C)(=O)=O)=[N:9][CH:10]=1.[O:32]=[S:33]1(=[O:38])[CH2:37][CH2:36][CH2:35][NH:34]1>>[F:1][C:2]1[CH:30]=[C:29]([F:31])[CH:28]=[CH:27][C:3]=1[O:4][C:5]1[C:6]([C:15]2[C:24]3[C:19](=[CH:20][CH:21]=[CH:22][CH:23]=3)[C:18](=[O:25])[N:17]([CH3:26])[CH:16]=2)=[N:7][C:8]([N:34]2[CH2:35][CH2:36][CH2:37][S:33]2(=[O:38])=[O:32])=[N:9][CH:10]=1. Procedure details: The title compound of Example 151 was treated with 1,1-dioxidoisothiazolidine instead of MeSO2NH2 in a manner similar to Example 152, step 6 to give the title compound. 1H NMR (DMSO-d6, 400 MHz) δ 8.63 (s, 1H), 8.24 (d, J=8.0 Hz, 1H), 7.86 (s, 1H), 7.83 (d, J=8.0 Hz, 1H), 7.65 (t, J=7.2 Hz, 1H), 7.53 (t, J=7.2 Hz, 1H), 7.31-7.26 (m, 1H), 7.13-7.07 (m, 1H), 6.89-6.87 (m, 1H), 3.97 (t, J=6.4 Hz, 2H), 3.57 (t, J=7.2 Hz, 2H), 3.54 (s, 3H), 2.40-2.33 (m, 2H). LCMS: 485.2 (M+H)+ Starting materials: C1CCOC1, COC(=O)CCC1=CCCN(Cc2ccc(OC)cc2OC)C1=O, Cl, [Li+], [OH-], O. Product: COc1ccc(CN2CCC=C(CCC(=O)O)C2=O)c(OC)c1. Reaction SMILES: [CH2:29]1[O:30][CH2:31][CH2:32][CH2:33]1.[CH3:4][O:5][C:6]([CH2:7][CH2:8][C:9]1=[CH:14][CH2:13][CH2:12][N:11]([CH2:15][c:16]2[c:17]([O:24][CH3:25])[cH:18][c:19]([O:22][CH3:23])[cH:20][cH:21]2)[C:10]1=[O:26])=[O:27].[ClH:28].[Li+:2].[OH-:1].[OH2:3]>>[O:5]=[C:6]([CH2:7][CH2:8][C:9]1=[CH:14][CH2:13][CH2:12][N:11]([CH2:15][c:16]2[c:17]([O:24][CH3:25])[cH:18][c:19]([O:22][CH3:23])[cH:20][cH:21]2)[C:10]1=[O:26])[OH:27]. The reactants are ClC=1C=C2C(CCOC2=CC1OC1=CC=C(C(=O)O)C=C1)C(=O)OCC (4-(6-Chloro-4-(ethoxycarbonyl)chroman-7-yloxy)benzoic acid), C(C(=O)Cl)(=O)Cl (oxalyl chloride), BrC1=C(C=CC=C1)CCN (2-(2-bromophenyl)ethanamine), CCN(C(C)C)C(C)C (DIEA). Reagents/catalysts: CN(C)C=O (DMF). The solvent is C(Cl)Cl (DCM), C(Cl)Cl (DCM). Reaction conditions: time 20 minute. The product is BrC1=C(CCNC(=O)C2=CC=C(OC3=C(C=C4C(CCOC4=C3)C(=O)OCC)Cl)C=C2)C=CC=C1 (ethyl 7-(4-(2-bromophenethylcarbamoyl)phenoxy)-6-chlorochroman-4-carboxylate). Yield: 90.4%. RXN SMILES: [Cl:1][C:2]1[CH:3]=[C:4]2[C:9](=[CH:10][C:11]=1[O:12][C:13]1[CH:21]=[CH:20][C:16]([C:17]([OH:19])=O)=[CH:15][CH:14]=1)[O:8][CH2:7][CH2:6][CH:5]2[C:22]([O:24][CH2:25][CH3:26])=[O:23].C(Cl)(=O)C(Cl)=O.[Br:33][C:34]1[CH:39]=[CH:38][CH:37]=[CH:36][C:35]=1[CH2:40][CH2:41][NH2:42].CCN(C(C)C)C(C)C>C(Cl)Cl.CN(C=O)C>[Br:33][C:34]1[CH:39]=[CH:38][CH:37]=[CH:36][C:35]=1[CH2:40][CH2:41][NH:42][C:17]([C:16]1[CH:20]=[CH:21][C:13]([O:12][C:11]2[CH:10]=[C:9]3[C:4]([CH:5]([C:22]([O:24][CH2:25][CH3:26])=[O:23])[CH2:6][CH2:7][O:8]3)=[CH:3][C:2]=2[Cl:1])=[CH:14][CH:15]=1)=[O:19]. Procedure details: 4-(6-Chloro-4-(ethoxycarbonyl)chroman-7-yloxy)benzoic acid (Preparation 1) (200 mg, 0.531 mmol) was diluted with DCM (3 mL) followed by the addition of oxalyl chloride in DCM (2M) (292 μl, 0.584 mmol) and DMF (1 drop). After stirring for 20 minutes, 2-(2-bromophenyl)ethanamine (117 mg, 0.584 mmol) and DIEA (203 μl, 1.17 mmol) were added and the reaction was stirred at ambient temperature for 12 hours. The reaction was loaded directly onto a biotage 25 cartridge and eluted with 5% ethyl acetate/h... Starting materials: Cl (hydrogen chloride), OCCN(CCCNC1=CC=NC2=CC=CC=C12)CCO (4-[3-bis(2-hydroxyethyl)aminopropyl]amino-quinoline), C(C)(=O)OC(C)=O (acetic anhydride), [N+](=O)(O)[O-] (nitric acid). Solvent: C(C)O (ethanol), C(C)O (ethanol), C(C)(=O)O (acetic acid), C(C)OCC (diethyl ether). Reaction conditions: temperature 5 celsius, time 5 minute. Product: Cl.Cl.[N+](=O)(O)[O-].[N+](=O)(O)[O-].OCCN(CCCNC1=CC=NC2=CC=CC=C12)CCO (4-[3-bis(2-hydroxyethyl)aminopropyl]amino-quinoline dinitrate dihydrochloride). RXN SMILES: [OH:1][CH2:2][CH2:3][N:4]([CH2:19][CH2:20][OH:21])[CH2:5][CH2:6][CH2:7][NH:8][C:9]1[C:18]2[C:13](=[CH:14][CH:15]=[CH:16][CH:17]=2)[N:12]=[CH:11][CH:10]=1.C(OC(=O)C)(=O)C.[N+:29]([O-:32])([OH:31])=[O:30].[ClH:33]>C(O)C.C(OCC)C.C(O)(=O)C>[ClH:33].[ClH:33].[N+:29]([O-:32])([OH:31])=[O:30].[N+:29]([O-:32])([OH:31])=[O:30].[OH:1][CH2:2][CH2:3][N:4]([CH2:19][CH2:20][OH:21])[CH2:5][CH2:6][CH2:7][NH:8][C:9]1[C:18]2[C:13](=[CH:14][CH:15]=[CH:16][CH:17]=2)[N:12]=[CH:11][CH:10]=1 |f:7.8.9.10.11|. Procedure details: A solution of 5.0 g. of 4-[3-bis(2-hydroxyethyl)aminopropyl]amino-quinoline in 5.0 g. of glacial acetic acid is added slowly to a mixture of 15 ml. of acetic anhydride and 5.0 ml. of 90% nitric acid with stirring at minus 5° C. The resulting mixture is allowed to warm to plus 5° C. and after standing for an additional 5 minutes it is treated with an excess of ice-cold aqueous ammonia solution and then extracted with methylene chloride to obtain an amber oil which is dissolved in 5.0 ml. of ethan...